From a dataset of the Open Reaction Database (ORD), a public repository of structured organic reaction records. describe an organic reaction: reactants, conditions, products, and yield Yields the product O=C(O)C(CC1CCCC1)c1ccc(C#Cc2cncnc2)cc1. The reactants are COC(=O)C(CC1CCCC1)c1ccc(C#Cc2cncnc2)cc1, CO, [Li+], C1CCOC1, [OH-], O. Reaction SMILES: [CH3:1][O:2][C:3]([CH:4]([CH2:5][CH:6]1[CH2:7][CH2:8][CH2:9][CH2:10]1)[c:11]1[cH:12][cH:13][c:14]([C:17]#[C:18][c:19]2[cH:20][n:21][cH:22][n:23][cH:24]2)[cH:15][cH:16]1)=[O:25].[CH3:33][OH:34].[Li+:31].[O:26]1[CH2:27][CH2:28][CH2:29][CH2:30]1.[OH-:32].[OH2:35]>>[O:2]=[C:3]([CH:4]([CH2:5][CH:6]1[CH2:7][CH2:8][CH2:9][CH2:10]1)[c:11]1[cH:12][cH:13][c:14]([C:17]#[C:18][c:19]2[cH:20][n:21][cH:22][n:23][cH:24]2)[cH:15][cH:16]1)[OH:25]. Starting materials: C(C)N(C(=O)C=1C=C2C=CC(=CC2=CC1)C(=O)O)CC (6-(diethylaminocarbonyl)-2- naphthalenecarboxylic acid), [H-].[Al+3].[Li+].[H-].[H-].[H-] (lithium aluminium hydride), O (water), [OH-].[Na+] (sodium hydroxide), O (water). Run in C1CCOC1 (THF), C1CCOC1 (THF), C1CCOC1 (THF). Yields the product C(C)N(CC)CC=1C=C2C=CC(=CC2=CC1)CO (6-(diethylaminomethyl)-2-naphthalenemethanol). The yield is 79.1%. RXN SMILES: [CH2:1]([N:3]([CH2:19][CH3:20])[C:4]([C:6]1[CH:7]=[C:8]2[C:13](=[CH:14][CH:15]=1)[CH:12]=[C:11]([C:16](O)=[O:17])[CH:10]=[CH:9]2)=O)[CH3:2].[H-].[Al+3].[Li+].[H-].[H-].[H-].O.[OH-].[Na+]>C1COCC1>[CH2:1]([N:3]([CH2:4][C:6]1[CH:7]=[C:8]2[C:13](=[CH:14][CH:15]=1)[CH:12]=[C:11]([CH2:16][OH:17])[CH:10]=[CH:9]2)[CH2:19][CH3:20])[CH3:2] |f:1.2.3.4.5.6,8.9|. Procedure: A solution of 6-(diethylaminocarbonyl)-2- naphthalenecarboxylic acid (18 g, 66 mmol) in THF (200 ml) was slowly added to a refluxing suspension of lithium aluminium hydride (7.5 g, 199 mmol) in THF (500 ml). The mixture was refluxed for an hour, then cooled at room temperature and treated with a mixture of THF (25 ml) and water (3.5 ml), with 20% sodium hydroxide (8.5 ml) and finally with water (33 ml). The white solid was filtered off and the solvent was removed under reduced pressure. Crude wa...